Dataset: the Open Reaction Database (ORD), a public repository of structured organic reaction records. Task: describe an organic reaction: reactants, conditions, products, and yield Reactants: CCOC(=O)CC(OCC)c1ccc(O)cc1, CCOC(=O)N=NC(=O)OCC, C1CCOC1, c1ccc(P(c2ccccc2)c2ccccc2)cc1, Cc1ccccc1, OCc1cccc(-n2cccc2)c1. Product: CCOC(=O)CC(OCC)c1ccc(OCc2cccc(-n3cccc3)c2)cc1. RXN SMILES: [CH2:1]([CH3:2])[O:3][CH:4]([CH2:5][C:6](=[O:7])[O:8][CH2:9][CH3:10])[c:11]1[cH:12][cH:13][c:14]([OH:17])[cH:15][cH:16]1.[N:57]([C:58]([O:59][CH2:60][CH3:61])=[O:62])=[N:63][C:64]([O:65][CH2:66][CH3:67])=[O:68].[O:69]1[CH2:70][CH2:71][CH2:72][CH2:73]1.[c:31]1([P:32]([c:33]2[cH:34][cH:35][cH:36][cH:37][cH:38]2)[c:39]2[cH:40][cH:41][cH:42][cH:43][cH:44]2)[cH:45][cH:46][cH:47][cH:48][cH:49]1.[c:50]1([CH3:51])[cH:52][cH:53][cH:54][cH:55][cH:56]1.[n:18]1(-[c:23]2[cH:24][c:25]([CH2:29][OH:30])[cH:26][cH:27][cH:28]2)[cH:19][cH:20][cH:21][cH:22]1>>[CH2:1]([CH3:2])[O:3][CH:4]([CH2:5][C:6](=[O:7])[O:8][CH2:9][CH3:10])[c:11]1[cH:12][cH:13][c:14]([O:17][CH2:29][c:25]2[cH:24][c:23](-[n:18]3[cH:19][cH:20][cH:21][cH:22]3)[cH:28][cH:27][cH:26]2)[cH:15][cH:16]1. The reactants are ClC=1C=C(OC=2C(=NN(C2CC)CCN)CC)C=C(C1)Cl (2-[4-(3,5-Dichlorophenoxy)-3,5-diethyl-1H-pyrazol-1-yl]ethylamine), Cl.CN(CCCN=C=NCC)C (1-(3-(dimethylamino)propyl)-3-ethylcarbodiimide hydrochloride), COCC(=O)O (methoxyacetic acid). Reagents/catalysts: CN(C1=CC=NC=C1)C (4-(dimethylamino)pyridine). The solvent is ClCCl (dichloromethane), ClCCl (dichloromethane). Conditions: time 12 hour. Product: ClC=1C=C(OC=2C(=NN(C2CC)CCNC(COC)=O)CC)C=C(C1)Cl (N-{2-[4-(3,5-Dichlorophenoxy)-3,5-diethyl-1H-pyrazol-1-yl]ethyl}-2-methoxyacetamide). Yield: 83.8%. As a reaction SMILES: [Cl:1][C:2]1[CH:3]=[C:4]([CH:18]=[C:19]([Cl:21])[CH:20]=1)[O:5][C:6]1[C:7]([CH2:16][CH3:17])=[N:8][N:9]([CH2:13][CH2:14][NH2:15])[C:10]=1[CH2:11][CH3:12].Cl.CN(C)CCCN=C=NCC.[CH3:34][O:35][CH2:36][C:37](O)=[O:38]>CN(C)C1C=CN=CC=1.ClCCl>[Cl:1][C:2]1[CH:3]=[C:4]([CH:18]=[C:19]([Cl:21])[CH:20]=1)[O:5][C:6]1[C:7]([CH2:16][CH3:17])=[N:8][N:9]([CH2:13][CH2:14][NH:15][C:37](=[O:38])[CH2:36][O:35][CH3:34])[C:10]=1[CH2:11][CH3:12] |f:1.2|. Reported procedure: A solution of the pyrazole of Example 13 (53 mg, 0.161 mmol), 1-(3-(dimethylamino)propyl)-3-ethylcarbodiimide hydrochloride (34 mg, 0.178 mmol) and 4-(dimethylamino)pyridine (22 mg, 0.178 mmol) in dichloromethane (1 ml) was added to a stirred solution of methoxyacetic acid (14.2 μL, 0.178 mmol) in dichloromethane (1 ml) at room temperature. The reaction was stirred for 12 hours and then concentrated under a stream of nitrogen to leave a yellow solid. The crude product was purified by flash colum... Reactants: C(C)(=O)[O-].[Na+] (sodium acetate), NOS(=O)(=O)O (hydroxylamine-O-sulfonic acid), C1(=CC=CC=C1)S(=O)(=O)C ((phenylsulfonyl)methane), C[Mg]Cl (methylmagnesium chloride), C(CCC)B(CCCC)CCCC (tributylborane). The solvent is O (water), C(C)(=O)OCC (ethyl acetate), C1CCOC1 (THF). Run at time 30 minute. Yields the product C1(=CC=CC=C1)S(=O)(=O)N (phenylsulfonamide). Yield: 67.4%. RXN SMILES: [C:1]1([S:7](C)(=[O:9])=[O:8])[CH:6]=[CH:5][CH:4]=[CH:3][CH:2]=1.C[Mg]Cl.C(B(CCCC)CCCC)CCC.C([O-])(=O)C.[Na+].[NH2:32]OS(O)(=O)=O>C1COCC1.C(OCC)(=O)C.O>[C:1]1([S:7]([NH2:32])(=[O:9])=[O:8])[CH:6]=[CH:5][CH:4]=[CH:3][CH:2]=1 |f:3.4|. Reported procedure: A solution of (phenylsulfonyl)methane (10 mmol) in 5 mL of THF at 0° C. was treated with 4.5 mL (12.6 mmol) of methylmagnesium chloride (2.8M in THF), and the resulting solution was stirred at room temperature for 30 minutes. The solution was cooled to 0° C., treated with 15 mL (15 mmol) of tributylborane (1M in THF), stirred at room temperature for 30 minutes, and then stirred at reflux for 18 hours. To the resulting mixture at 0° C. was added 5.7 g of sodium acetate, 25 mL of water, and 3.95 g... Reactants: OC1=C(C=C(C(=O)OCC)C=C1)C(CCCCCCCCCCCCCCCCC)=O (Ethyl 4-hydroxy-3-(1-oxooctadecyl)benzoate), O.[OH-].[Li+] (lithium hydroxide monohydrate), Cl (HCl), O (water). Run in C(C)(=O)OCC (ethyl acetate). Yields the product OC1=C(C=C(C(=O)O)C=C1)C(CCCCCCCCCCCCCCCCC)=O (4-Hydroxy-3-(1-oxooctadecyl)benzoic acid). Reaction SMILES: [OH:1][C:2]1[CH:12]=[CH:11][C:5]([C:6]([O:8]CC)=[O:7])=[CH:4][C:3]=1[C:13](=[O:31])[CH2:14][CH2:15][CH2:16][CH2:17][CH2:18][CH2:19][CH2:20][CH2:21][CH2:22][CH2:23][CH2:24][CH2:25][CH2:26][CH2:27][CH2:28][CH2:29][CH3:30].O.[OH-].[Li+].Cl.O>C(OCC)(=O)C>[OH:1][C:2]1[CH:12]=[CH:11][C:5]([C:6]([OH:8])=[O:7])=[CH:4][C:3]=1[C:13](=[O:31])[CH2:14][CH2:15][CH2:16][CH2:17][CH2:18][CH2:19][CH2:20][CH2:21][CH2:22][CH2:23][CH2:24][CH2:25][CH2:26][CH2:27][CH2:28][CH2:29][CH3:30] |f:1.2.3|. Reported procedure: The title compound of Example 1 (500 mg) was heated at reflux for 24 hours with 230 mg of lithium hydroxide monohydrate. The reaction mixture was cooled to room temperature, then added to 20 ml of 1N HCl with stirring, followed by the addition of 10 ml of water and 10 ml of ethyl acetate. The mixture was filtered and the solid recrystallized from dimethylformamide to give the title compound, m.p. ca. 170° C. ##STR12##